This data is from the Open Reaction Database (ORD), a public repository of structured organic reaction records. The task is: describe an organic reaction: reactants, conditions, products, and yield The reactants are CC(C)O, COc1cc2c(Cl)ncnc2cc1OCCCN1CCN(C)CC1, Cl, Nc1cccc2ccoc12. The product is COc1cc2c(Nc3cccc4ccoc34)ncnc2cc1OCCCN1CCN(C)CC1. Reaction SMILES: [CH:36]([OH:37])([CH3:38])[CH3:39].[Cl:1][c:2]1[n:3][cH:4][n:5][c:6]2[cH:7][c:8]([O:14][CH2:15][CH2:16][CH2:17][N:18]3[CH2:19][CH2:20][N:21]([CH3:24])[CH2:22][CH2:23]3)[c:9]([O:12][CH3:13])[cH:10][c:11]12.[ClH:35].[NH2:25][c:26]1[cH:27][cH:28][cH:29][c:30]2[cH:31][cH:32][o:33][c:34]12>>[c:2]1([NH:25][c:26]2[cH:27][cH:28][cH:29][c:30]3[cH:31][cH:32][o:33][c:34]23)[n:3][cH:4][n:5][c:6]2[cH:7][c:8]([O:14][CH2:15][CH2:16][CH2:17][N:18]3[CH2:19][CH2:20][N:21]([CH3:24])[CH2:22][CH2:23]3)[c:9]([O:12][CH3:13])[cH:10][c:11]12. Starting materials: C1=CC(=C2C3=C1C[C@@H]4[C@]5([C@]3(CCN4CC6CCC6)[C@@H](O2)[C@H](CC5)O)O)O (Nalbuphine), C(C)O (ethanol), Cl (Hydrochloric acid). Run in O (water). Run at temperature 50 celsius, time 2 hour. Yields the product C1=CC(=C2C3=C1C[C@@H]4[C@]5([C@]3(CCN4CC6CCC6)[C@@H](O2)[C@H](CC5)O)O)O.Cl (Nalbuphine hydrochloride). Isolated yield 89.0%. Reaction SMILES: [CH:1]1[C:6]2[CH2:7][C@H:8]3[N:13]([CH2:14][CH:15]4[CH2:18][CH2:17][CH2:16]4)[CH2:12][CH2:11][C@:10]45[C@H:19]([C@@H:21]([OH:24])[CH2:22][CH2:23][C@@:9]34[OH:25])[O:20][C:4]([C:5]=25)=[C:3]([OH:26])[CH:2]=1.C(O)C.[ClH:30]>O>[CH:1]1[C:6]2[CH2:7][C@H:8]3[N:13]([CH2:14][CH:15]4[CH2:18][CH2:17][CH2:16]4)[CH2:12][CH2:11][C@:10]45[C@H:19]([C@@H:21]([OH:24])[CH2:22][CH2:23][C@@:9]34[OH:25])[O:20][C:4]([C:5]=25)=[C:3]([OH:26])[CH:2]=1.[ClH:30] |f:4.5|. Procedure: Nalbuphine alkaloid (33.1 g) was charged to a flask containing ethanol (79 ml) and water (20 ml) and the mixture heated to 50° C. Concentrated Hydrochloric acid (9.1 mls) was added to adjust to within the pH range 4-4.5. The resulting solution was cooled to <10° C. using an ice bath and held for ˜2 hours and filtered. The Nalbuphine hydrochloride solid was washed with ethanol:water (10.6 ml:2.6 ml) and dried at 55° C. in a fan oven to afford 35.27 g (89% theory) of Nalbuphine hydrochloride. Reactants: BrC=1C=C(C(=O)OCC)C=C(C1NC(C(F)(F)F)=O)[N+](=O)[O-] (ethyl 3-bromo-5-nitro-4-[(trifluoroacetyl)amino]benzoate), C(=O)([O-])[O-].[K+].[K+] (K2CO3), BrCC=C(C)C (1-bromo-3-methyl-2-butene). Solvent: CC#N (CH3CN). The product is BrC=1C=C(C(=O)OCC)C=C(C1N(C(C(F)(F)F)=O)CC=C(C)C)[N+](=O)[O-] (Ethyl 3-bromo-4-[(3-methyl-2-buten-1-yl)(trifluoroacetyl)amino]-5-nitrobenzoate). Yield: 90.9%. Reaction SMILES: [Br:1][C:2]1[CH:3]=[C:4]([CH:10]=[C:11]([N+:20]([O-:22])=[O:21])[C:12]=1[NH:13][C:14](=[O:19])[C:15]([F:18])([F:17])[F:16])[C:5]([O:7][CH2:8][CH3:9])=[O:6].C([O-])([O-])=O.[K+].[K+].Br[CH2:30][CH:31]=[C:32]([CH3:34])[CH3:33]>CC#N>[Br:1][C:2]1[CH:3]=[C:4]([CH:10]=[C:11]([N+:20]([O-:22])=[O:21])[C:12]=1[N:13]([CH2:30][CH:31]=[C:32]([CH3:34])[CH3:33])[C:14](=[O:19])[C:15]([F:17])([F:18])[F:16])[C:5]([O:7][CH2:8][CH3:9])=[O:6] |f:1.2.3|. Procedure details: To a solution of ethyl 3-bromo-5-nitro-4-[(trifluoroacetyl)amino]benzoate (D214) (12.0 g, 31.3 mmol, 1 equiv) in CH3CN (100 ml) was added K2CO3 (5.6 g, 40 mmol, 1.3 equiv) and 1-bromo-3-methyl-2-butene (5.1 ml, 43.8 mmol, 1.4 equiv) and the resulting mixture was refluxed for 1 h then cooled to room temperature. The precipitate formed was filtered off through a pad of celite and washed with CH3CN. The combined organic layers were concentrated in vacuo and the residue diluted with AcOEt. The organ... Run at time 8 hour. The solvent is C(C)(=O)OCC (ethyl acetate). As a reaction SMILES: [F:1][C:2]([F:21])([F:20])[C:3]([N:5]1[CH2:11][CH2:10][C:9]2[CH:12]=[CH:13][C:14]([S:16](Cl)(=[O:18])=[O:17])=[CH:15][C:8]=2[CH2:7][CH2:6]1)=[O:4].[F-:22].[K+].C(#N)C.O>C1OCCOCCOCCOCCOCCOC1.C(OCC)(=O)C>[F:1][C:2]([F:21])([F:20])[C:3]([N:5]1[CH2:11][CH2:10][C:9]2[CH:12]=[CH:13][C:14]([S:16]([F:22])(=[O:18])=[O:17])=[CH:15][C:8]=2[CH2:7][CH2:6]1)=[O:4] |f:1.2|. Reagents/catalysts: C1COCCOCCOCCOCCOCCO1 (18-crown-6). Reactants: O (Water), FC(C(=O)N1CCC2=C(CC1)C=CC(=C2)S(=O)(=O)Cl)(F)F (3-trifluoroacetyl-2,3,4,5-tetrahydro-1H-3-benzazepine-7-sulfonyl chloride), [F-].[K+] (potassium fluoride), C(C)#N (acetonitrile). Isolated yield 96.4%. Product: FC(C(=O)N1CCC2=C(CC1)C=CC(=C2)S(=O)(=O)F)(F)F (3-Trifluoroacetyl-2,3,4,5-tetrahydro-1H-3-benzazepine-7-sulfonyl fluoride). Procedure: A mixture of 3-trifluoroacetyl-2,3,4,5-tetrahydro-1H-3-benzazepine-7-sulfonyl chloride (23 g, 67 mmol), potassium fluoride (12 g, 200 mmol), 18-crown-6 (0.1 g), and acetonitrile (100 mL) was stirred overnight. Water (200 mL) and ethyl acetate (200 mL) were added and the organic layer was washed with brine (100 mL), dried (MgSO4), and evaporated to give the title compound D1 as a white solid (21 g). 1H NMR 3 (d6-DMSO) 3.2 (4H, m), 3.7 (4H, m), 7.6 (1H, m), and 8.0 (2H, m). Reactants: CC1CN(c2ccc3c(c2)NCC3)CC(C)N1C, CCN=C=NCCCN(C)C, O=C(O)Cc1cccc(C(F)(F)F)c1Cl, ClCCl, Cl, O, On1nnc2ccccc21. Product: CC1CN(c2ccc3c(c2)N(C(=O)Cc2cccc(C(F)(F)F)c2Cl)CC3)CC(C)N1C. As a reaction SMILES: [CH3:16][CH:17]1[CH2:18][N:19]([c:25]2[cH:26][cH:27][c:28]3[c:32]([cH:33]2)[NH:31][CH2:30][CH2:29]3)[CH2:20][CH:21]([CH3:24])[N:22]1[CH3:23].[CH3:35][N:36]([CH3:37])[CH2:38][CH2:39][CH2:40][N:41]=[C:42]=[N:43][CH2:44][CH3:45].[Cl:1][c:2]1[c:3]([CH2:12][C:13](=[O:14])[OH:15])[cH:4][cH:5][cH:6][c:7]1[C:8]([F:9])([F:10])[F:11].[Cl:57][CH2:58][Cl:59].[ClH:34].[OH2:46].[OH:47][n:48]1[c:49]2[cH:50][cH:51][cH:52][cH:53][c:54]2[n:55][n:56]1>>[Cl:1][c:2]1[c:3]([CH2:12][C:13](=[O:15])[N:31]2[CH2:30][CH2:29][c:28]3[cH:27][cH:26][c:25]([N:19]4[CH2:18][CH:17]([CH3:16])[N:22]([CH3:23])[CH:21]([CH3:24])[CH2:20]4)[cH:33][c:32]32)[cH:4][cH:5][cH:6][c:7]1[C:8]([F:9])([F:10])[F:11]. Starting materials: C, CCO, Cc1nccc2c([N+](=O)[O-])cccc12, [Pd]. Product: Cc1nccc2c(N)cccc12. Reaction SMILES: [C:18].[CH3:15][CH2:16][OH:17].[CH3:1][c:2]1[n:3][cH:4][cH:5][c:6]2[c:7]([N+:12]([O-:13])=[O:14])[cH:8][cH:9][cH:10][c:11]12.[Pd:19]>>[CH3:1][c:2]1[n:3][cH:4][cH:5][c:6]2[c:7]([NH2:12])[cH:8][cH:9][cH:10][c:11]12.